Task: describe an organic reaction: reactants, conditions, products, and yield. Dataset: the Open Reaction Database (ORD), a public repository of structured organic reaction records Starting materials: COC(=O)C1CN(CCC1=O)C(=O)OC(C)(C)C (4-oxopiperidine-1,3-dicarboxylic acid 1-tert-butyl ester 3-methyl ester), C(C1=CC=CC=C1)N (benzylamine). Reagents/catalysts: O.C1(=CC=C(C=C1)S(=O)(=O)O)C (p-toluenesulfonic acid hydrate). Run in C1(=CC=CC=C1)C (toluene). Yields the product COC(=O)C=1CN(CCC1NCC1=CC=CC=C1)C(=O)OC(C)(C)C (4-benzylamino-5,6-dihydro-2H-pyridine-1,3-dicarboxylic acid 1-tert-butyl ester 3-methyl ester). The yield is 111.4%. Reaction SMILES: [CH3:1][O:2][C:3]([CH:5]1[C:10](=O)[CH2:9][CH2:8][N:7]([C:12]([O:14][C:15]([CH3:18])([CH3:17])[CH3:16])=[O:13])[CH2:6]1)=[O:4].[CH2:19]([NH2:26])[C:20]1[CH:25]=[CH:24][CH:23]=[CH:22][CH:21]=1>C1(C)C=CC=CC=1.O.C1(C)C=CC(S(O)(=O)=O)=CC=1>[CH3:1][O:2][C:3]([C:5]1[CH2:6][N:7]([C:12]([O:14][C:15]([CH3:18])([CH3:17])[CH3:16])=[O:13])[CH2:8][CH2:9][C:10]=1[NH:26][CH2:19][C:20]1[CH:25]=[CH:24][CH:23]=[CH:22][CH:21]=1)=[O:4] |f:3.4|. Procedure details: A solution of 4-oxopiperidine-1,3-dicarboxylic acid 1-tert-butyl ester 3-methyl ester (2.57 g, 10 mmol), benzylamine (1.20 mL, 11 mmol) and p-toluenesulfonic acid hydrate (19 mg, 0.1 mmol) in toluene (40 mL) was heated at reflux under a Dean-Stark trap for 22.75 hours. The mixture was cooled to room temperature and concentrated under vacuum to provide a yellow gummy solid (3.86 g), used without further purification. 1H NMR (300 MHz, CDCl3) δ9.25 (bt, J=6 Hz, 1H), 7.4-7.1 (m, 5H), 4.42 (d, J=6 Hz... Starting materials: Cn1cc(C=O)c(OCc2ccccc2)n1, COCCOC, CC(C)(C)[O-], CO, [Cl-], [K+], [NH4+], [C-]#[N+]CS(=O)(=O)c1ccc(C)cc1. The product is Cn1cc(CC#N)c(OCc2ccccc2)n1. RXN SMILES: [CH2:20]([c:21]1[cH:22][cH:23][cH:24][cH:25][cH:26]1)[O:27][c:28]1[n:29][n:30]([CH3:35])[cH:31][c:32]1[CH:33]=[O:34].[CH2:38]([CH2:39][O:40][CH3:41])[O:42][CH3:43].[CH3:1][C:2]([CH3:3])([O-:4])[CH3:5].[CH3:44][OH:45].[Cl-:36].[K+:6].[NH4+:37].[c:7]1([CH3:8])[cH:9][cH:10][c:11]([S:12](=[O:14])(=[O:15])[CH2:16][N+:17]#[C-:13])[cH:18][cH:19]1>>[C:16](#[N:17])[CH2:33][c:32]1[c:28]([O:27][CH2:20][c:21]2[cH:22][cH:23][cH:24][cH:25][cH:26]2)[n:29][n:30]([CH3:35])[cH:31]1. The reactants are NC1=C(C(C2=C(C=CC=C2)F)=NCCO)C=C(C=C1)Cl (2-{[2-amino-5-chloro-α-(2-fluorophenyl)benzylidene]amino}ethanol), C1(CCCCC1)N=C=NC1CCCCC1 (N,N'-dicyclohexylcarbodiimide), Cl.NCC(=O)O (glycine hydrochloride). Run in O1CCCC1 (tetrahydrofuran), CN(C=O)C (dimethylformamide), O (water). Yields the product NCC(=O)NC1=C(C(C2=C(C=CC=C2)F)=NCCO)C=C(C=C1)Cl (2-{[2-Aminoacetamido-5-chloro-α-(2-fluorophenyl)benzylidene]amino}ethanol). Isolated yield 44.5%. As a reaction SMILES: C1(N=C=NC2CCCCC2)CCCCC1.Cl.[NH2:17][CH2:18][C:19](O)=[O:20].[NH2:22][C:23]1[CH:40]=[CH:39][C:38]([Cl:41])=[CH:37][C:24]=1[C:25](=[N:33][CH2:34][CH2:35][OH:36])[C:26]1[CH:31]=[CH:30][CH:29]=[CH:28][C:27]=1[F:32]>CN(C)C=O.O.O1CCCC1>[NH2:17][CH2:18][C:19]([NH:22][C:23]1[CH:40]=[CH:39][C:38]([Cl:41])=[CH:37][C:24]=1[C:25](=[N:33][CH2:34][CH2:35][OH:36])[C:26]1[CH:31]=[CH:30][CH:29]=[CH:28][C:27]=1[F:32])=[O:20] |f:1.2|. Reported procedure: To a solution of 4.5g of N,N'-dicyclohexylcarbodiimide in 100ml of dimethylformamide is added a solution of 2.2g of glycine hydrochloride in 2.2ml of water in a period of about 30 seconds under stirring and ice-cooling. Immediately a solution of 3.2g of 2-{[2-amino-5-chloro-α-(2-fluorophenyl)benzylidene]amino}ethanol in 10ml of tetrahydrofuran is added dropwise to the above solution and the mixture is stirred for further 3 hours. After completion of the reaction, the reaction mixture is treated ... RXN SMILES: [NH2:1][C:2]1[N:6]([CH3:7])[N:5]=[C:4]([OH:8])[C:3]=1[C:9]1[CH:14]=[CH:13][C:12]([CH3:15])=[CH:11][CH:10]=1.C(=O)([O-])[O-].[K+].[K+].[F:22][C:23]1[CH:32]=[CH:31][C:26]([O:27][CH2:28][CH2:29]Br)=[CH:25][CH:24]=1>CN(C)C=O>[F:22][C:23]1[CH:32]=[CH:31][C:26]([O:27][CH2:28][CH2:29][O:8][C:4]2[C:3]([C:9]3[CH:14]=[CH:13][C:12]([CH3:15])=[CH:11][CH:10]=3)=[C:2]([NH2:1])[N:6]([CH3:7])[N:5]=2)=[CH:25][CH:24]=1 |f:1.2.3|. Reaction conditions: time 16 hour. Reported procedure: To 5-amino-1-methyl-4-(4-methylphenyl)-1H-pyrazol-3-ol (Preparation 3a) (5 g) in dimethylformamide (30 ml) at room temperature was added potassium carbonate (24.8 g) and 4-fluorophenoxyethylbromide (5.6 g), the mixture was stirred for 16 hrs. The reaction was partitioned between water (100 ml) and diethyl ether (100 ml). The aqueous layer was separated and extracted with further diethyl ether (4×100 ml). The organic fractions were combined, washed with water, then brine, dried over magnesium sul... Product: FC1=CC=C(OCCOC2=NN(C(=C2C2=CC=C(C=C2)C)N)C)C=C1 (3-[2-(4-fluorophenoxy)ethoxy]-1methyl-4-(4-methylphenyl)-1H-pyrazol-5-ylamine). Solvent: CN(C=O)C (dimethylformamide). The yield is 58.9%. Reactants: NC1=C(C(=NN1C)O)C1=CC=C(C=C1)C (5-amino-1-methyl-4-(4-methylphenyl)-1H-pyrazol-3-ol), C([O-])([O-])=O.[K+].[K+] (potassium carbonate), FC1=CC=C(OCCBr)C=C1 (4-fluorophenoxyethylbromide). Reactants: C1(=CC=CC=C1)C(N1CCNCC1)C1=CC=CC=C1 (4-(diphenylmethyl)piperazine), BrCCCN1C(C=2C(C1=O)=CC=CC2)=O (N-(3-bromopropyl)phthalimide), C([O-])([O-])=O.[Na+].[Na+] (sodium carbonate). Reagents/catalysts: [I-].[Na+] (sodium iodide). The solvent is C(C(C)C)C(=O)C (methyl isobutyl ketone). Yields the product C1(=CC=CC=C1)C(N1CCN(CC1)CCCN1C(C=2C(C1=O)=CC=CC2)=O)C2=CC=CC=C2 (4-(Diphenylmethyl)-1-(3-phthalimidopropyl)piperazine). Yield: 95.4%. As a reaction SMILES: [C:1]1([CH:7]([C:14]2[CH:19]=[CH:18][CH:17]=[CH:16][CH:15]=2)[N:8]2[CH2:13][CH2:12][NH:11][CH2:10][CH2:9]2)[CH:6]=[CH:5][CH:4]=[CH:3][CH:2]=1.Br[CH2:21][CH2:22][CH2:23][N:24]1[C:28](=[O:29])[C:27]2=[CH:30][CH:31]=[CH:32][CH:33]=[C:26]2[C:25]1=[O:34].C(=O)([O-])[O-].[Na+].[Na+]>[I-].[Na+].C(C(C)=O)C(C)C>[C:14]1([CH:7]([C:1]2[CH:2]=[CH:3][CH:4]=[CH:5][CH:6]=2)[N:8]2[CH2:9][CH2:10][N:11]([CH2:21][CH2:22][CH2:23][N:24]3[C:28](=[O:29])[C:27]4=[CH:30][CH:31]=[CH:32][CH:33]=[C:26]4[C:25]3=[O:34])[CH2:12][CH2:13]2)[CH:19]=[CH:18][CH:17]=[CH:16][CH:15]=1 |f:2.3.4,5.6|. Procedure details: A mixture of 500 mg (1.98 mmole) of 4-(diphenylmethyl)piperazine, 530 mg (1.98 mmole) of N-(3-bromopropyl)phthalimide, 840 mg (7.92 mmole) of sodium carbonate, 10 mg of sodium iodide and 12 ml of methyl isobutyl ketone was heated under reflux overnight. The reaction mixture was then filtered, and the solvent was removed from the filtrate by evaporation under reduced pressure. The resulting residue was subjected to column chromatography through silica gel, using a 1:1 by volume mixture of ethyl a... Starting materials: Nc1cc(OCc2ccccc2)cc(C(=O)OCc2ccccc2)c1[N+](=O)[O-], CCO. Product: Nc1cc(OCc2ccccc2)cc(C(=O)OCc2ccccc2)c1N. Reaction SMILES: [CH2:1]([c:2]1[cH:3][cH:4][cH:5][cH:6][cH:7]1)[O:8][C:9]([c:10]1[c:11]([N+:25]([O-:26])=[O:27])[c:12]([NH2:24])[cH:13][c:14]([O:16][CH2:17][c:18]2[cH:19][cH:20][cH:21][cH:22][cH:23]2)[cH:15]1)=[O:28].[CH3:29][CH2:30][OH:31]>>[CH2:1]([c:2]1[cH:3][cH:4][cH:5][cH:6][cH:7]1)[O:8][C:9]([c:10]1[c:11]([NH2:25])[c:12]([NH2:24])[cH:13][c:14]([O:16][CH2:17][c:18]2[cH:19][cH:20][cH:21][cH:22][cH:23]2)[cH:15]1)=[O:28].